From a dataset of the Open Reaction Database (ORD), a public repository of structured organic reaction records. describe an organic reaction: reactants, conditions, products, and yield Reactants: [Li+].C[Si](C)(C)[N-][Si](C)(C)C (LHMDS), C(C)C(=O)C1CCCCC1 (Cyclohexyl ethyl ketone), C(C(=O)OCC)(=O)OCC (Diethyl oxalate). Solvent: C(C)OCC (diethyl ether), CCOCC (ether). Conditions: temperature -78 celsius, time 1 hour. Product: C(C)OC(C(C(C(=O)C1CCCCC1)C)=O)=O (4-Cyclohexyl-3-methyl-2,4-dioxo-butyric acid ethyl ester). Isolated yield 62.5%. As a reaction SMILES: [Li+].C[Si]([N-][Si](C)(C)C)(C)C.[CH2:11]([C:13]([CH:15]1[CH2:20][CH2:19][CH2:18][CH2:17][CH2:16]1)=[O:14])[CH3:12].[C:21]([O:28][CH2:29][CH3:30])(=[O:27])[C:22]([O:24]CC)=O>CCOCC>[CH2:29]([O:28][C:21](=[O:27])[C:22](=[O:24])[CH:11]([CH3:12])[C:13]([CH:15]1[CH2:20][CH2:19][CH2:18][CH2:17][CH2:16]1)=[O:14])[CH3:30] |f:0.1|. Reported procedure: LHMDS solution (39.3 mL, 39.3 mmol, 1M in hexanes) was added to 200 mL of diethyl ether and the mixture was cooled to −78° C. Cyclohexyl ethyl ketone (5.0 g, 35.7 mmol) dissolved in 50 mL of ether was added dropwise, and the resulting mixture was stirred at −78° C. for 1 h. Diethyl oxalate (5.6 mL, 41.1 mmol) was then added dropwise, and the cooling bath was removed and the mixture was allowed to come to room temperature. After the mixture was stirred for 16 h, 1M hydrochloric acid (200 mL) was ...